Dataset: the Open Reaction Database (ORD), a public repository of structured organic reaction records. Task: describe an organic reaction: reactants, conditions, products, and yield Starting materials: OCC=Cc1ccccc1, Cc1ccc(O)c(O)c1, O=C(O)CC(O)(CC(=O)O)C(=O)O. Yields the product Cc1cc(O)c(O)cc1CC=Cc1ccccc1. As a reaction SMILES: [OH:10][CH2:11][CH:12]=[CH:13][c:14]1[cH:15][cH:16][cH:17][cH:18][cH:19]1.[OH:1][c:2]1[c:3]([OH:9])[cH:4][cH:5][c:6]([CH3:8])[cH:7]1.[OH:20][C:21]([CH2:22][C:23]([C:24](=[O:25])[OH:26])([CH2:27][C:28](=[O:29])[OH:30])[OH:31])=[O:32]>>[OH:1][c:2]1[c:3]([OH:9])[cH:4][c:5]([CH2:11][CH:12]=[CH:13][c:14]2[cH:15][cH:16][cH:17][cH:18][cH:19]2)[c:6]([CH3:8])[cH:7]1. Starting materials: COc1ccc(CCN(C)CCCN2CCc3cc(OC)c(OC)cc3CC2=O)cc1OC, Cl, O, O=[Se]=O. The product is Cl, COc1ccc(CCN(C)CCCN2CCc3cc(OC)c(OC)cc3C(=O)C2=O)cc1OC. As a reaction SMILES: [CH3:5][O:6][c:7]1[cH:8][c:9]2[c:10]([cH:34][c:35]1[O:36][CH3:37])[CH2:11][C:12](=[O:33])[N:13]([CH2:16][CH2:17][CH2:18][N:19]([CH2:20][CH2:21][c:22]1[cH:23][c:24]([O:30][CH3:31])[c:25]([O:28][CH3:29])[cH:26][cH:27]1)[CH3:32])[CH2:14][CH2:15]2.[ClH:4].[OH2:38].[Se:1](=[O:2])=[O:3]>>[ClH:4].[O:2]=[C:11]1[c:10]2[c:9]([cH:8][c:7]([O:6][CH3:5])[c:35]([O:36][CH3:37])[cH:34]2)[CH2:15][CH2:14][N:13]([CH2:16][CH2:17][CH2:18][N:19]([CH2:20][CH2:21][c:22]2[cH:23][c:24]([O:30][CH3:31])[c:25]([O:28][CH3:29])[cH:26][cH:27]2)[CH3:32])[C:12]1=[O:33]. The reactants are aqueous solution, [OH-].[Na+] (sodium hydroxide), ClC1=C(C=CC(=C1)Cl)C(CN1C=NC=C1)SC1=CC=C(C(=O)OC)C=C1 (Methyl 4-[1-(2,4-dichlorophenyl)-2-(imidazol-1-yl)ethylthio]benzoate). Solvent: CO (methanol). Conditions: time 5 hour. Yields the product Cl.ClC1=C(C=CC(=C1)Cl)C(CN1C=NC=C1)SC1=CC=C(C(=O)O)C=C1 (4-[1-(2,4-Dichlorophenyl)-2-(imidazol-1-yl)ethylthio]-benzoic acid hydrochloride). Isolated yield 118.3%. Reaction SMILES: [Cl:1][C:2]1[CH:7]=[C:6]([Cl:8])[CH:5]=[CH:4][C:3]=1[CH:9]([S:16][C:17]1[CH:26]=[CH:25][C:20]([C:21]([O:23]C)=[O:22])=[CH:19][CH:18]=1)[CH2:10][N:11]1[CH:15]=[CH:14][N:13]=[CH:12]1.[OH-].[Na+]>CO>[ClH:1].[Cl:1][C:2]1[CH:7]=[C:6]([Cl:8])[CH:5]=[CH:4][C:3]=1[CH:9]([S:16][C:17]1[CH:18]=[CH:19][C:20]([C:21]([OH:23])=[O:22])=[CH:25][CH:26]=1)[CH2:10][N:11]1[CH:15]=[CH:14][N:13]=[CH:12]1 |f:1.2,4.5|. Reported procedure: 306 mg of methyl 4-[1-(2,4-dichlorophenyl)-2-(imidazol-1-yl)ethylthio]benzoate (prepared as described in Example 3) were dissolved in 4 ml of methanol. 3 ml of a 1N aqueous solution of sodium hydroxide was added to the resulting solution, and the mixture was stirred at room temperature for 5 hours, and was then heated under reflux for 1 hour. The solvent was removed by distillation, and 1.5 ml of a 1N aqueous solution of sodium hydroxide was added to the residue. The resulting mixture was extrac... Run in N1=CC=CC=C1 (pyridine), ClCCl (dichloromethane). Yield: 10.2%. The reactants are C(C1=C(C=CC=C1)SSC1=C(C(=O)Cl)C=CC=C1)(=O)Cl (2,2'-dithiobisbenzoyl chloride), ClC=1C=C(N)C=CC1Cl (3,4-dichloroaniline). Procedure: This compound was prepared according to the general method of Example 77 using 2,2'-dithiobisbenzoyl chloride (1.04 g, 3.03 mmol) in 25 mL of dichloromethane and 3,4-dichloroaniline (0.982 g, 6.06 mmol) in 8 mL of pyridine. The crude product was recrystallized from ethyl acetate-hexanes to yield 0.184 g of the title compound, mp 230°-233° C. Product: ClC=1C=C(C=CC1Cl)NC(C1=C(C=CC=C1)SSC1=C(C(=O)NC2=CC(=C(C=C2)Cl)Cl)C=CC=C1)=O (2,2'-Dithiobis[N-(3,4-dichlorophenyl)benzamide]). Reaction SMILES: [C:1](Cl)(=[O:19])[C:2]1[CH:7]=[CH:6][CH:5]=[CH:4][C:3]=1[S:8][S:9][C:10]1[CH:18]=[CH:17][CH:16]=[CH:15][C:11]=1[C:12](Cl)=[O:13].[Cl:21][C:22]1[CH:23]=[C:24]([CH:26]=[CH:27][C:28]=1[Cl:29])[NH2:25]>ClCCl.N1C=CC=CC=1>[Cl:21][C:22]1[CH:23]=[C:24]([NH:25][C:1](=[O:19])[C:2]2[CH:7]=[CH:6][CH:5]=[CH:4][C:3]=2[S:8][S:9][C:10]2[CH:18]=[CH:17][CH:16]=[CH:15][C:11]=2[C:12]([NH:25][C:24]2[CH:26]=[CH:27][C:28]([Cl:29])=[C:22]([Cl:21])[CH:23]=2)=[O:13])[CH:26]=[CH:27][C:28]=1[Cl:29]. Reactants: C(CCCCCCC)NCCCCCCCC (dioctylamine), COC1=CC=C(C=C1)NC(=O)N (4-methoxyphenylurea), COC1=CC=C(C=C1)NC(=O)N (4-methoxyphenylurea), COC1=CC=C(C=C1)N=C=O (4-methoxyphenyl isocyanate), COC1=CC=C(C=C1)NC(=O)N (4-methoxyphenylurea). Solvent: C1(=CC=CC=C1)C (toluene), C1(=CC=CC=C1)C (toluene). The product is C(CCCCCCC)N(C(=O)NC1=CC=C(C=C1)OC)CCCCCCCC (N,N-dioctyl-N'-4-methoxyphenylurea). The yield is 60.0%. RXN SMILES: COC1C=CC(NC(N)=O)=CC=1.[CH3:13][O:14][C:15]1[CH:20]=[CH:19][C:18]([N:21]=[C:22]=[O:23])=[CH:17][CH:16]=1.[CH2:24]([NH:32][CH2:33][CH2:34][CH2:35][CH2:36][CH2:37][CH2:38][CH2:39][CH3:40])[CH2:25][CH2:26][CH2:27][CH2:28][CH2:29][CH2:30][CH3:31]>C1(C)C=CC=CC=1>[CH2:33]([N:32]([CH2:24][CH2:25][CH2:26][CH2:27][CH2:28][CH2:29][CH2:30][CH3:31])[C:22]([NH:21][C:18]1[CH:17]=[CH:16][C:15]([O:14][CH3:13])=[CH:20][CH:19]=1)=[O:23])[CH2:34][CH2:35][CH2:36][CH2:37][CH2:38][CH2:39][CH3:40]. Procedure: To study the reaction mechanism, 4-methoxyphenylurea was heated in boiling toluene. It was expected that 4-methoxyphenyl isocyanate would be formed, but instead the 4-methoxyphenylurea remained completely unchanged. On heating 4-methoxyphenylurea in boiling toluene with the addition of one equivalent of dioctylamine, N,N-dioctyl-N'-4-methoxyphenylurea was formed in 60% yield after one hour, no by-products, in particular no isocyanates or by-products derived from them, being produced. Proof that ... Starting materials: COC(=O)c1cc(O)no1, ClCCl, OCCCN1CCCCC1, CC(C)(C)OC(=O)N=NC(=O)OC(C)(C)C, c1ccc(P(c2ccccc2)c2ccccc2)cc1. As a reaction SMILES: [CH3:1][O:2][C:3](=[O:4])[c:5]1[cH:6][c:7]([OH:10])[n:8][o:9]1.[Cl:56][CH2:57][Cl:58].[N:11]1([CH2:17][CH2:18][CH2:19][OH:20])[CH2:12][CH2:13][CH2:14][CH2:15][CH2:16]1.[N:40]([C:41]([O:42][C:43]([CH3:44])([CH3:45])[CH3:46])=[O:47])=[N:48][C:49]([O:50][C:51]([CH3:52])([CH3:53])[CH3:54])=[O:55].[c:21]1([P:22]([c:23]2[cH:24][cH:25][cH:26][cH:27][cH:28]2)[c:29]2[cH:30][cH:31][cH:32][cH:33][cH:34]2)[cH:35][cH:36][cH:37][cH:38][cH:39]1>>[CH3:1][O:2][C:3](=[O:4])[c:5]1[cH:6][c:7]([O:10][CH2:19][CH2:18][CH2:17][N:11]2[CH2:12][CH2:13][CH2:14][CH2:15][CH2:16]2)[n:8][o:9]1. The product is COC(=O)c1cc(OCCCN2CCCCC2)no1. Starting materials: ClCC#N (chloroacetonitrile), Cl.FC1=CC2=C(C(=NO2)C2CCNCC2)C=C1 (6-fluoro-3-(4-piperidyl)-1,2-benzisoxazole hydrochloride), C([O-])([O-])=O.[K+].[K+] (potassium carbonate), [I-].[K+] (Potassium iodide). Solvent: O (water), CN(C=O)C (dimethylformamide). Reaction conditions: time 5 minute. Yields the product FC1=CC2=C(C(=NO2)C2CCN(CC2)CC#N)C=C1 (6-Fluoro-3-(1-cyanomethyl-4-piperidyl)-1,2-benzisoxazole). The yield is 64.0%. RXN SMILES: Cl.[F:2][C:3]1[CH:17]=[CH:16][C:6]2[C:7]([CH:10]3[CH2:15][CH2:14][NH:13][CH2:12][CH2:11]3)=[N:8][O:9][C:5]=2[CH:4]=1.C(=O)([O-])[O-].[K+].[K+].[I-].[K+].Cl[CH2:27][C:28]#[N:29]>O.CN(C)C=O>[F:2][C:3]1[CH:17]=[CH:16][C:6]2[C:7]([CH:10]3[CH2:11][CH2:12][N:13]([CH2:27][C:28]#[N:29])[CH2:14][CH2:15]3)=[N:8][O:9][C:5]=2[CH:4]=1 |f:0.1,2.3.4,5.6|. Procedure: A mixture of 3.1 g of 6-fluoro-3-(4-piperidyl)-1,2-benzisoxazole hydrochloride, 4.9 g of potassium carbonate and 30 ml of dimethylformamide was stirred at ambient temperature for 5 min. Potassium iodide (0.24 g) was added, followed by 0.76 ml of chloroacetonitrile. The mixture was stirred and heated under nitrogen at 80°-85° for 2 hrs and then poured into 300 ml of water. The solid was collected and dried (vacuum oven). Recrystallization from ethanol-water yielded 2.0 g (64%) of product. An anal... Starting materials: C=CC#N, CCCC[PH](=O)OCC, CC(=O)O, CCO, [Na]. Yields the product CCCCP(=O)(CCC#N)OCC. As a reaction SMILES: [CH2:10]=[CH:11][C:12]#[N:13].[CH2:1]([CH3:2])[O:3][PH:4](=[O:5])[CH2:6][CH2:7][CH2:8][CH3:9].[CH3:15][C:16](=[O:17])[OH:18].[CH3:19][CH2:20][OH:21].[Na:14]>>[CH2:1]([CH3:2])[O:3][P:4](=[O:5])([CH2:6][CH2:7][CH2:8][CH3:9])[CH2:10][CH2:11][C:12]#[N:13]. Starting materials: OC1CCN(CC1)C1=NC=C(C=N1)C1=C(C=C(C=C1)Cl)Cl (2-(4-hydroxypiperidino)-5-(2,4-dichlorophenyl)pyrimidine), C(C)(=O)OC(C)=O (acetic anhydride). Yields the product C(C)(=O)OC1CCN(CC1)C1=NC=C(C=N1)C1=C(C=C(C=C1)Cl)Cl (2-(4-Acetoxypiperidino)-5-(2,4-dichlorophenyl)pyrimidine). As a reaction SMILES: [OH:1][CH:2]1[CH2:7][CH2:6][N:5]([C:8]2[N:13]=[CH:12][C:11]([C:14]3[CH:19]=[CH:18][C:17]([Cl:20])=[CH:16][C:15]=3[Cl:21])=[CH:10][N:9]=2)[CH2:4][CH2:3]1.[C:22](OC(=O)C)(=[O:24])[CH3:23]>>[C:22]([O:1][CH:2]1[CH2:3][CH2:4][N:5]([C:8]2[N:9]=[CH:10][C:11]([C:14]3[CH:19]=[CH:18][C:17]([Cl:20])=[CH:16][C:15]=3[Cl:21])=[CH:12][N:13]=2)[CH2:6][CH2:7]1)(=[O:24])[CH3:23]. Reported procedure: 6 g of 2-(4-hydroxypiperidino)-5-(2,4-dichlorophenyl)pyrimidine (Example 5) and 60 ml of acetic anhydride are heated under reflux for 4 hours.